The task is: describe an organic reaction: reactants, conditions, products, and yield. This data is from the Open Reaction Database (ORD), a public repository of structured organic reaction records. The reactants are [O-]S(=O)(=S)[O-].[Na+].[Na+] (Na2S2O3), CCOC(=O)C (EtOAc), ice, FC1=CC(=C(C=C1)C1=C(C=NC=C1)N(C(C1=CC(=CC(=C1)C(F)(F)F)SCCNS(=O)(=O)C)=O)C)OC (N-[4-(4-Fluoro-2-methoxy-phenyl)-pyridin-3-yl]-3-(2-methanesulfonylamino-ethylsulfanyl)-N-methyl-5-trifluoromethyl-benzamide), OOS(=O)[O-].[K+] (Oxone), O (water). Run in CO (MeOH). Reaction conditions: time 4 hour. Yields the product FC1=CC(=C(C=C1)C1=C(C=NC=C1)N(C(C1=CC(=CC(=C1)C(F)(F)F)S(=O)(=O)CCNS(=O)(=O)C)=O)C)OC (N-[4-(4-Fluoro-2-methoxy-phenyl)-pyridin-3-yl]-3-(2-methanesulfonylamino-ethanesulfonyl)-N-methyl-5-trifluoromethyl-benzamide). Reaction SMILES: [F:1][C:2]1[CH:7]=[CH:6][C:5]([C:8]2[CH:13]=[CH:12][N:11]=[CH:10][C:9]=2[N:14]([CH3:35])[C:15](=[O:34])[C:16]2[CH:21]=[C:20]([C:22]([F:25])([F:24])[F:23])[CH:19]=[C:18]([S:26][CH2:27][CH2:28][NH:29][S:30]([CH3:33])(=[O:32])=[O:31])[CH:17]=2)=[C:4]([O:36][CH3:37])[CH:3]=1.[OH:38]OS([O-])=O.[K+].[O-]S([O-])(=S)=O.[Na+].[Na+].CCOC(C)=O.[OH2:57]>CO>[F:1][C:2]1[CH:7]=[CH:6][C:5]([C:8]2[CH:13]=[CH:12][N:11]=[CH:10][C:9]=2[N:14]([CH3:35])[C:15](=[O:34])[C:16]2[CH:21]=[C:20]([C:22]([F:24])([F:25])[F:23])[CH:19]=[C:18]([S:26]([CH2:27][CH2:28][NH:29][S:30]([CH3:33])(=[O:32])=[O:31])(=[O:38])=[O:57])[CH:17]=2)=[C:4]([O:36][CH3:37])[CH:3]=1 |f:1.2,3.4.5|. Procedure details: To an ice-cold solution of N-(4-(4-fluoro-2-methoxyphenyl)pyridin-3-yl)-N-methyl-3-(2-(methylsulfonamido)ethylthio)-5-(trifluoromethyl)benzamide (0.105 g, 188 μmol, example 262) in MeOH (3 mL) and water (0.6 mL) was added Oxone® (289 mg, 471 μmol) and the white suspension was stirred at room temperature for 4 hours. The reaction mixture was poured on 10% aqueous Na2S2O3 solution and EtOAc and the layers were separated. The aqueous layer was extracted twice with EtOAc. The organic layers were was... Reactants: CCCc1nc2cc(Br)cc(C)c2[nH]1, CCCC[Sn](CCCC)(CCCC)c1ccco1, Cc1ccccc1, O, c1ccc(P(c2ccccc2)(c2ccccc2)[Pd](P(c2ccccc2)(c2ccccc2)c2ccccc2)(P(c2ccccc2)(c2ccccc2)c2ccccc2)P(c2ccccc2)(c2ccccc2)c2ccccc2)cc1. Product: CCCc1nc2cc(-c3ccco3)cc(C)c2[nH]1. As a reaction SMILES: [Br:1][c:2]1[cH:3][c:4]([CH3:14])[c:5]2[c:6]([n:7][c:8]([CH2:10][CH2:11][CH3:12])[nH:9]2)[cH:13]1.[CH2:15]([Sn:16]([CH2:17][CH2:18][CH2:19][CH3:25])([c:20]1[o:21][cH:22][cH:23][cH:24]1)[CH2:26][CH2:27][CH2:28][CH3:29])[CH2:30][CH2:31][CH3:32].[CH3:34][c:35]1[cH:36][cH:37][cH:38][cH:39][cH:40]1.[OH2:33].[cH:41]1[cH:42][cH:43][c:44]([P:45]([Pd:46]([P:47]([c:48]2[cH:49][cH:50][cH:51][cH:52][cH:53]2)([c:54]2[cH:55][cH:56][cH:57][cH:58][cH:59]2)[c:60]2[cH:61][cH:62][cH:63][cH:64][cH:65]2)([P:66]([c:67]2[cH:68][cH:69][cH:70][cH:71][cH:72]2)([c:73]2[cH:74][cH:75][cH:76][cH:77][cH:78]2)[c:79]2[cH:80][cH:81][cH:82][cH:83][cH:84]2)[P:85]([c:86]2[cH:87][cH:88][cH:89][cH:90][cH:91]2)([c:92]2[cH:93][cH:94][cH:95][cH:96][cH:97]2)[c:98]2[cH:99][cH:100][cH:101][cH:102][cH:103]2)([c:104]2[cH:105][cH:106][cH:107][cH:108][cH:109]2)[c:110]2[cH:111][cH:112][cH:113][cH:114][cH:115]2)[cH:116][cH:117]1>>[c:2]1(-[c:20]2[o:21][cH:22][cH:23][cH:24]2)[cH:3][c:4]([CH3:14])[c:5]2[c:6]([n:7][c:8]([CH2:10][CH2:11][CH3:12])[nH:9]2)[cH:13]1.